Dataset: the Open Reaction Database (ORD), a public repository of structured organic reaction records. Task: describe an organic reaction: reactants, conditions, products, and yield Product: O1N=C(C2=C1C=CC=C2)OC(N(C2=CC=CC=C2)C)=O (Methyl-phenyl-carbamic acid benzo[d]isoxazol-3-yl ester). RXN SMILES: [O:1]1[C:5]2[CH:6]=[CH:7][CH:8]=[CH:9][C:4]=2[C:3]([OH:10])=[N:2]1.[CH3:11][N:12]([C:16]1[CH:21]=[CH:20][CH:19]=[CH:18][CH:17]=1)[C:13](Cl)=[O:14]>>[O:1]1[C:5]2[CH:6]=[CH:7][CH:8]=[CH:9][C:4]=2[C:3]([O:10][C:13](=[O:14])[N:12]([CH3:11])[C:16]2[CH:21]=[CH:20][CH:19]=[CH:18][CH:17]=2)=[N:2]1. Procedure: The title product was prepared from benzo[d]isoxazol-3-ol and N-methyl-N-phenylcarbamoyl chloride. The crude product was subjected to preparative HPLC. (53%, colorless oil). HPLC-MS: m/z=291.1 (M+23); Rt: 4.05 min. Reactants: O1N=C(C2=C1C=CC=C2)O (benzo[d]isoxazol-3-ol), CN(C(=O)Cl)C1=CC=CC=C1 (N-methyl-N-phenylcarbamoyl chloride), crude product. Product: CC1(C)OB(O)c2cc(C=NO)c(Cl)cc21. Reaction SMILES: [C:19]([O-:20])(=[O:21])[CH3:22].[CH2:24]1[O:25][CH2:26][CH2:27][CH2:28]1.[Cl:1][c:2]1[cH:3][c:4]2[c:5]([cH:12][c:13]1[CH:14]=[O:15])[B:6]([OH:11])[O:7][C:8]2([CH3:9])[CH3:10].[ClH:18].[NH2:16][OH:17].[Na+:23].[OH2:29]>>[Cl:1][c:2]1[cH:3][c:4]2[c:5]([cH:12][c:13]1[CH:14]=[N:16][OH:17])[B:6]([OH:11])[O:7][C:8]2([CH3:9])[CH3:10]. The reactants are CC(=O)[O-], C1CCOC1, CC1(C)OB(O)c2cc(C=O)c(Cl)cc21, Cl, NO, [Na+], O. Reactants: N1CCC(CC1)C1OC2=C(CN3C1=CC=C3)C=CC=C2 (11-(piperidin-4-yl)-5H,11H-pyrrolo[2,1-c][1,4]benzoxazepine), ClC=1C=C(C=CC1)N1C(NC2=C1C=CC=C2)=O (1-(3-chlorophenyl)-1,3-dihydro-2H-benzimidazol-2-one), C(=O)([O-])[O-].[K+].[K+] (K2CO3). Run in CN(C)C=O (DMF). Product: C(C(=O)O)(=O)O.O=C1NC2=C(N1CCCN1CCC(CC1)C1OC3=C(CN4C1=CC=C4)C=CC=C3)C=CC=C2 (11-{1-[3-(1,3-Dihydro-2-oxo-2H-benzimidazol-1-yl)propyl]piperidin-4-yl}-5H,11H-pyrrolo[2,1-c][1,4]benzoxazepine oxalate). RXN SMILES: [NH:1]1[CH2:6][CH2:5][CH:4]([CH:7]2[C:13]3=[CH:14][CH:15]=[CH:16][N:12]3[CH2:11][C:10]3[CH:17]=[CH:18][CH:19]=[CH:20][C:9]=3[O:8]2)[CH2:3][CH2:2]1.Cl[C:22]1[CH:23]=[C:24]([N:28]2[C:32]3[CH:33]=[CH:34][CH:35]=[CH:36][C:31]=3[NH:30][C:29]2=[O:37])C=CC=1.[C:38]([O-])([O-:40])=[O:39].[K+].[K+]>CN(C=O)C>[C:29]([OH:37])(=[O:8])[C:38]([OH:40])=[O:39].[O:37]=[C:29]1[N:28]([CH2:24][CH2:23][CH2:22][N:1]2[CH2:2][CH2:3][CH:4]([CH:7]3[C:13]4=[CH:14][CH:15]=[CH:16][N:12]4[CH2:11][C:10]4[CH:17]=[CH:18][CH:19]=[CH:20][C:9]=4[O:8]3)[CH2:5][CH2:6]2)[C:32]2[CH:33]=[CH:34][CH:35]=[CH:36][C:31]=2[NH:30]1 |f:2.3.4,6.7|. Procedure: To 50 ml dry DMF were added 11-(piperidin-4-yl)-5H,11H-pyrrolo[2,1-c][1,4]benzoxazepine (5.0 g, 0.0186 mole), 1-(3-chlorophenyl)-1,3-dihydro-2H-benzimidazol-2-one (4.0 g 0.019 mole), milled K2CO3 (10 g, 0.07 mole) and KI (0.01 g). The reactants are BrCC=1C=NC2=C(C=CC=C2C1)NC(C1=C(C=CC=C1Cl)Cl)=O (3-bromomethyl-8-(2,6-dichlorobenzoylamino)quinoline), ClC1=C(C(=O)NC=2C=CC=C3C=C(C=NC23)C)C(=CC=C1)Cl (8-(2,6-dichlorobenzoylamino)-3-methylquinoline), BrN1C(CCC1=O)=O (N-bromosuccinimide), N(=NC(C#N)(CC(C)(C)OC)C)C(C#N)(CC(C)(OC)C)C (2,2'-azobis(2,4-dimethyl-4-methoxyvaleronitrile)), N1C=NC=C1 (imidazole). Run in C(Cl)(Cl)(Cl)Cl (carbon tetrachloride), C(CCl)Cl (ethylene chloride). Run at temperature 60 celsius, time 2.5 hour. The product is ClC1=C(C(=O)NC=2C=CC=C3C=C(C=NC23)CN2C=NC=C2)C(=CC=C1)Cl (8-(2,6-dichlorobenzoylamino)-3-(imidazol-1-ylmethyl)quinoline). As a reaction SMILES: [Cl:1][C:2]1[CH:21]=[CH:20][CH:19]=[C:18]([Cl:22])[C:3]=1[C:4]([NH:6][C:7]1[CH:8]=[CH:9][CH:10]=[C:11]2[C:16]=1[N:15]=[CH:14][C:13]([CH3:17])=[CH:12]2)=[O:5].BrN1C(=O)CCC1=O.N(C(C)(CC(C)(OC)C)C#N)=NC(C)(CC(OC)(C)C)C#N.BrCC1C=[N:57][C:58]2C(C=1)=CC=C[C:59]=2[NH:65][C:66](=O)C1C(Cl)=CC=CC=1Cl.N1C=CN=C1>C(Cl)(Cl)(Cl)Cl.C(Cl)CCl>[Cl:1][C:2]1[CH:21]=[CH:20][CH:19]=[C:18]([Cl:22])[C:3]=1[C:4]([NH:6][C:7]1[CH:8]=[CH:9][CH:10]=[C:11]2[C:16]=1[N:15]=[CH:14][C:13]([CH2:17][N:57]1[CH:58]=[CH:59][N:65]=[CH:66]1)=[CH:12]2)=[O:5]. Procedure: A mixture of 8-(2,6-dichlorobenzoylamino)-3-methylquinoline (104 mg), N-bromosuccinimide (67.1 mg) and 2,2'-azobis(2,4-dimethyl-4-methoxyvaleronitrile) (20.1 mg) in carbon tetrachloride (3 ml) was refluxed for 2 hours. After cooling, the mixture was washed with water, saturated sodium bicarbonate solution and brine, dried over magnesium sulfate and evaporated in vacuo to give a residue containing 3-bromomethyl-8-(2,6-dichlorobenzoylamino)quinoline. The residue was dissolved in ethylene chloride,... The reactants are COc1ccc2nc(CCl)sc2n1, Fc1ccccc1N1CCNCC1. Product: COc1ccc2nc(CN3CCN(c4ccccc4F)CC3)sc2n1. As a reaction SMILES: [Cl:1][CH2:2][c:3]1[s:4][c:5]2[n:6][c:7]([O:12][CH3:13])[cH:8][cH:9][c:10]2[n:11]1.[F:14][c:15]1[c:16]([N:21]2[CH2:22][CH2:23][NH:24][CH2:25][CH2:26]2)[cH:17][cH:18][cH:19][cH:20]1>>[CH2:2]([c:3]1[s:4][c:5]2[n:6][c:7]([O:12][CH3:13])[cH:8][cH:9][c:10]2[n:11]1)[N:24]1[CH2:23][CH2:22][N:21]([c:16]2[c:15]([F:14])[cH:20][cH:19][cH:18][cH:17]2)[CH2:26][CH2:25]1. Starting materials: Cc1ncc2nc(CCl)n(C)c2n1, Fc1cccc(-c2ncc[nH]2)n1, [K+], [K+], O=C([O-])[O-], CN(C)C=O, O. Yields the product Cc1ncc2nc(Cn3ccnc3-c3cccc(F)n3)n(C)c2n1. As a reaction SMILES: [Cl:1][CH2:2][c:3]1[n:4]([CH3:13])[c:5]2[n:6][c:7]([CH3:12])[n:8][cH:9][c:10]2[n:11]1.[F:14][c:15]1[n:16][c:17](-[c:21]2[nH:22][cH:23][cH:24][n:25]2)[cH:18][cH:19][cH:20]1.[K+:26].[K+:27].[O-:28][C:29]([O-:30])=[O:31].[O:32]=[CH:33][N:34]([CH3:35])[CH3:36].[OH2:37]>>[CH2:2]([c:3]1[n:4]([CH3:13])[c:5]2[n:6][c:7]([CH3:12])[n:8][cH:9][c:10]2[n:11]1)[n:25]1[c:21](-[c:17]2[n:16][c:15]([F:14])[cH:20][cH:19][cH:18]2)[n:22][cH:23][cH:24]1.